This data is from the Open Reaction Database (ORD), a public repository of structured organic reaction records. The task is: describe an organic reaction: reactants, conditions, products, and yield The reactants are N#N (N2), C(C1=CC=CC=C1)N1C([C@@H](CC1)C(CC(C)C)=O)=O ((S)-1-benzyl-3-(3-methylbutanoyl)pyrrolidin-2-one), (S)-Ru(OAc)2T-BINAP, Cl (HCl). Solvent: CC(C)O (IPA). Reaction conditions: temperature 65 celsius, time 17 hour. Yields the product C(C1=CC=CC=C1)N1C([C@H](CC1)[C@H](CC(C)C)O)=O ((R)-1-benzyl-3-((S)-1-hydroxy-3-methylbutyl)pyrrolidin-2-one). The yield is 100.0%. RXN SMILES: [CH2:1]([N:8]1[CH2:12][CH2:11][C@@H:10]([C:13](=[O:18])[CH2:14][CH:15]([CH3:17])[CH3:16])[C:9]1=[O:19])[C:2]1[CH:7]=[CH:6][CH:5]=[CH:4][CH:3]=1.Cl.N#N>CC(O)C>[CH2:1]([N:8]1[CH2:12][CH2:11][C@H:10]([C@@H:13]([OH:18])[CH2:14][CH:15]([CH3:16])[CH3:17])[C:9]1=[O:19])[C:2]1[CH:3]=[CH:4][CH:5]=[CH:6][CH:7]=1. Procedure: Charge a 400 mL stainless steel autoclave vessel with a solution of (S)-1-benzyl-3-(3-methylbutanoyl)pyrrolidin-2-one (20 g, 77.12 mmoles) in IPA (250 mL), followed by 35% HCl (6% compared to the substrate, 4.63 mmoles, M=36.4 g/mol, d=1.18 g/mL, 0.408 mL). Purged with N2 gas (5×˜50 PSI). Vent the vessel and quickly add (S)-Ru(OAc)2T-BINAP (250 mg, 0.2784 mmoles), while a stream of N2 flows over the top of the reaction mixture Immediately seal the autoclave and purge with N2 gas (5×˜50 PSI). Pur...